This data is from the Open Reaction Database (ORD), a public repository of structured organic reaction records. The task is: describe an organic reaction: reactants, conditions, products, and yield Starting materials: FC1=CC(=C(C=C1)O)C=1C(=NN(C1)C1OCCCC1)[N+](=O)[O-] (4-fluoro-2-[3-nitro-1-(tetrahydro-2H-pyran-2-yl)-1H-pyrazol-4-yl]phenol), C([O-])([O-])=O.[K+].[K+] (potassium carbonate), CS(=O)C (dimethylsulfoxide), C(C)(C)(C)OC(N(C=1N=CSC1)S(=O)(=O)C1=C(C=C(C(=C1)Cl)F)F)=O (tert-Butyl[(5-chloro-2,4-difluorophenyl)sulfonyl]1,3-thiazol-4-ylcarbamate). Solvent: C(C)(=O)OCC (ethyl acetate). Run at time 10 minute. Product: C(C)(C)(C)OC(NC=1N=C(SC1)S(=O)(=O)C1=C(C=C(C(=C1)Cl)OC1=C(C=C(C=C1)F)C=1C(=NN(C1)C1OCCCC1)[N+](=O)[O-])F)=O (tert-Butyl[(5-chloro-2-fluoro-4-{4-fluoro-2-[3-nitro-1-(tetrahydro-2H-pyran-2-yl)-1H-pyrazol-4-yl]phenoxy}phenyl)sulfonyl]1,3-thiazol-4-carbamate). Yield: 76.0%. Reaction SMILES: [F:1][C:2]1[CH:7]=[CH:6][C:5]([OH:8])=[C:4]([C:9]2[C:10]([N+:20]([O-:22])=[O:21])=[N:11][N:12]([CH:14]3[CH2:19][CH2:18][CH2:17][CH2:16][O:15]3)[CH:13]=2)[CH:3]=1.[C:23](=[O:26])([O-])[O-:24].[K+].[K+].C(OC(=O)N([S:41]([C:44]1[CH:49]=[C:48]([Cl:50])[C:47](F)=[CH:46][C:45]=1[F:52])(=[O:43])=[O:42])C1N=CSC=1)(C)(C)C.[CH3:54][S:55]([CH3:57])=O>C(OCC)(=O)C>[C:4]([O:24][C:23](=[O:26])[NH:20][C:10]1[N:11]=[C:54]([S:41]([C:44]2[CH:49]=[C:48]([Cl:50])[C:47]([O:8][C:5]3[CH:6]=[CH:7][C:2]([F:1])=[CH:3][C:4]=3[C:9]3[C:10]([N+:20]([O-:22])=[O:21])=[N:11][N:12]([CH:14]4[CH2:19][CH2:18][CH2:17][CH2:16][O:15]4)[CH:13]=3)=[CH:46][C:45]=2[F:52])(=[O:42])=[O:43])[S:55][CH:57]=1)([CH3:9])([CH3:5])[CH3:3] |f:1.2.3|. Reported procedure: A mixture of 4-fluoro-2-[3-nitro-1-(tetrahydro-2H-pyran-2-yl)-1H-pyrazol-4-yl]phenol (Preparation 27, 50.5 mg, 0.16 mmol) and potassium carbonate (45.4 mg, 0.33 mmol) in dimethylsulfoxide (1.0 mL) was stirred for 10 minutes at ambient temperature. tert-Butyl[(5-chloro-2,4-difluorophenyl)sulfonyl]1,3-thiazol-4-ylcarbamate (Preparation 4, 67.5 mg, 0.16 mmol) was added, and the reaction mixture was stirred at ambient temperature. After 24 hours, the reaction mixture was diluted with ethyl acetate, ... Reactants: OC1=C(C2=C(C(CCO2)=O)C=C1)CCC (2,3-dihydro-7-hydroxy-8-propyl-4H-1-benzopyran-4-one), COC(CCC1=CC(=C(C=C1)OCCCCCOS(=O)(=O)C)CCC(=O)O)=O (4-[5-(methylsulfonyl)oxypentyloxy]-1,3-benzenedipropanoic acid methyl ester). Product: O=C1CCOC2=C1C=CC(=C2CCC)OCCCCCOC2=C(C=C(C=C2)CCC(=O)O)CCC(=O)O (4-[5-[(3,4-Dihydro-4-oxo-8-propyl-2H-1-benzopyran-7-yl)oxy]pentyloxy]-1,3-benzenedipropanoic Acid). Reaction SMILES: [OH:1][C:2]1[CH:12]=[CH:11][C:5]2[C:6](=[O:10])[CH2:7][CH2:8][O:9][C:4]=2[C:3]=1[CH2:13][CH2:14][CH3:15].C[O:17][C:18](=[O:43])[CH2:19][CH2:20][C:21]1[CH:26]=[CH:25][C:24]([O:27][CH2:28][CH2:29][CH2:30][CH2:31][CH2:32]OS(C)(=O)=O)=[C:23]([CH2:38][CH2:39][C:40]([OH:42])=[O:41])[CH:22]=1>>[O:10]=[C:6]1[C:5]2[CH:11]=[CH:12][C:2]([O:1][CH2:32][CH2:31][CH2:30][CH2:29][CH2:28][O:27][C:24]3[CH:25]=[CH:26][C:21]([CH2:20][CH2:19][C:18]([OH:43])=[O:17])=[CH:22][C:23]=3[CH2:38][CH2:39][C:40]([OH:42])=[O:41])=[C:3]([CH2:13][CH2:14][CH3:15])[C:4]=2[O:9][CH2:8][CH2:7]1. Reported procedure: Using the procedure of example 126, 2,3-dihydro-7-hydroxy-8-propyl-4H-1-benzopyran-4-one was converted into the title compound by alkylation with 4-[5-(methylsulfonyl)oxypentyloxy]-1,3-benzenedipropanoic acid methyl ester from the preceding exapmle, followed by saponification, in 8% overall yield. The product was a colorless solid, mp 108°-109° C., recrystallized from hexane-ethyl acetate. The reactants are CCO, CCCCCc1cc(C(=O)OCC)c(C)o1, [Na+], [OH-]. The product is CCCCCc1cc(C(=O)O)c(C)o1. RXN SMILES: [CH3:19][CH2:20][OH:21].[CH3:1][c:2]1[o:3][c:4]([CH2:12][CH2:13][CH2:14][CH2:15][CH3:16])[cH:5][c:6]1[C:7](=[O:8])[O:9][CH2:10][CH3:11].[Na+:18].[OH-:17]>>[CH3:1][c:2]1[o:3][c:4]([CH2:12][CH2:13][CH2:14][CH2:15][CH3:16])[cH:5][c:6]1[C:7](=[O:8])[OH:9]. Starting materials: ClC=1C=C(C(C(=O)O)=CC1)O (4-chlorosalicylic acid), [H-].[Al+3].[Li+].[H-].[H-].[H-] (lithium aluminum hydride), [H-] (hydride), O.O.O.O.O.O.O.O.O.O.S(=O)(=O)([O-])[O-].[Na+].[Na+] (sodium sulfate decahydrate). Run in O1CCCC1 (tetrahydrofuran), O1CCCC1 (tetrahydrofuran). Product: ClC1=CC(=C(CO)C=C1)O (4-Chloro-2-hydroxybenzyl alcohol). Yield: 87.1%. RXN SMILES: [H-].[Al+3].[Li+].[H-].[H-].[H-].[Cl:7][C:8]1[CH:9]=[C:10]([OH:17])[C:11](=[CH:15][CH:16]=1)[C:12](O)=[O:13].O.O.O.O.O.O.O.O.O.O.S([O-])([O-])(=O)=O.[Na+].[Na+].[H-]>O1CCCC1>[Cl:7][C:8]1[CH:16]=[CH:15][C:11]([CH2:12][OH:13])=[C:10]([OH:17])[CH:9]=1 |f:0.1.2.3.4.5,7.8.9.10.11.12.13.14.15.16.17.18.19|. Procedure details: 1.65 g of lithium aluminum hydride were suspended in 100 ml of tetrahydrofuran, and then 5.00 g of 4-chlorosalicylic acid in 50 ml of tetrahydrofuran were added dropwise to the resulting suspension, whilst stirring and ice-cooling. The resulting mixture was then heated under reflux for 1 hour. At the end of this time, the reaction mixture was cooled on ice, and sodium sulfate decahydrate was added to decompose the excess hydride. Insoluble substances were removed by filtration, and the filtrate ... The reactants are CCOC(=O)C(CC1CCCC1)c1ccc([N+](=O)[O-])cc1, CNC(N)=O, C[O-], C[O-], CO, [Mg+2]. The product is CNC(=O)NC(=O)C(CC1CCCC1)c1ccc([N+](=O)[O-])cc1. Reaction SMILES: [CH2:1]([O:2][C:4]([CH:5]([CH2:6][CH:7]1[CH2:8][CH2:9][CH2:10][CH2:11]1)[c:12]1[cH:13][cH:14][c:15]([N+:18](=[O:19])[O-:20])[cH:16][cH:17]1)=[O:21])[CH3:3].[CH3:22][NH:23][C:24](=[O:25])[NH2:26].[CH3:27][O-:28].[CH3:30][O-:31].[CH3:32][OH:33].[Mg+2:29]>>[C:4]([CH:5]([CH2:6][CH:7]1[CH2:8][CH2:9][CH2:10][CH2:11]1)[c:12]1[cH:13][cH:14][c:15]([N+:18](=[O:19])[O-:20])[cH:16][cH:17]1)(=[O:21])[NH:26][C:24]([NH:23][CH3:22])=[O:25]. The reactants are [NH4+].[Cl-] (NH4Cl), [H-].[Na+] (Sodium hydride), CC=1C=CC=C2C=CNC12 (7-methylindole), CI (CH3I), CN(C)C=O (DMF). Run in hexanes. Conditions: time 15 minute. The product is CN1C(=CC2=CC=CC(=C12)C)CNC ((1,7-dimethyl-1H-indol-2-ylmethyl)methylamine). RXN SMILES: [H-].[Na+].[CH3:3][C:4]1[CH:5]=[CH:6][CH:7]=[C:8]2[C:12]=1[NH:11][CH:10]=[CH:9]2.[CH3:13]I.[NH4+].[Cl-].[CH3:17][N:18](C=O)[CH3:19]>>[CH3:13][N:11]1[C:12]2[C:8](=[CH:7][CH:6]=[CH:5][C:4]=2[CH3:3])[CH:9]=[C:10]1[CH2:17][NH:18][CH3:19] |f:0.1,4.5|. Procedure: Sodium hydride (1.15 g, 28.7 mmol, 60% in mineral oil) was rinsed with hexanes and then suspended in DMF (20 mL). To this suspension was added 7-methylindole (2.5 g, 19 mmol) portionwise. Gas evolution was allowed to subside between additions. The resulting brown mixture was stirred at room temperature for 15 min and then CH3I (2.71 g, 95.5 mmol) was added in one portion. The exothermic reaction was cooled to 30° C. and stirred for 1 h. Saturated aqueous NH4Cl (10 mL) was added and the mixture w... Reactants: ClC1=CC=C(C=C1)C(S(=O)(=O)CC(C)=O)C1=CC=C(C=C1)Cl (1-[Bis-(4-chloro-phenyl)-methanesulfonyl]-propan-2-one), pyridine hydrobromide perbromide. Solvent: C(C)(=O)OCC (ethyl acetate), C(C)(=O)O (acetic acid), ClCCl (dichloromethane). Reaction conditions: time 18 hour. Product: ClC1=CC=C(C=C1)C(S(=O)(=O)CC(CBr)=O)C1=CC=C(C=C1)Cl (1-[Bis-(4-chloro-phenyl)-methanesulfonyl]-3-bromo-propan-2-one). Isolated yield 49.9%. As a reaction SMILES: [Cl:1][C:2]1[CH:7]=[CH:6][C:5]([CH:8]([C:16]2[CH:21]=[CH:20][C:19]([Cl:22])=[CH:18][CH:17]=2)[S:9]([CH2:12][C:13](=[O:15])[CH3:14])(=[O:11])=[O:10])=[CH:4][CH:3]=1.C1C=C[NH+]=CC=1.[Br:29][Br-]Br>C(O)(=O)C.ClCCl.C(OCC)(=O)C>[Cl:22][C:19]1[CH:18]=[CH:17][C:16]([CH:8]([C:5]2[CH:6]=[CH:7][C:2]([Cl:1])=[CH:3][CH:4]=2)[S:9]([CH2:12][C:13](=[O:15])[CH2:14][Br:29])(=[O:10])=[O:11])=[CH:21][CH:20]=1 |f:1.2|. Procedure details: To a solution of 1-[bis-(4-chloro-phenyl)-methanesulfonyl]-propan-2-one (Example 1, 0.63 g, 1.7 mmol) in a mixture of 10 mL of acetic acid and 60 mL of dichloromethane was added pyridine hydrobromide perbromide (0.62 g, 1.9 mmol) using a procedure such as those described in Grossert J. S. et al., Can. J. Chem. 1984; 62:798. The reaction mixture was stirred at room temperature for 18 hours and then evaporated to give an oil. The oil was dissolved in 200 mL of ethyl acetate, washed with three 50 m... The reactants are ClC1=NC(=NC(=C1)N1CCCCCC1)C1=CC=CC=C1 (4-chloro-6-(hexahydroazepin-1-yl)-2-phenylpyrimidine), ClC1=CC=C(C=C1)S (p-chlorothiophenol). Product: ClC1=CC=C(C=C1)SC1=NC(=NC(=C1)N1CCCCCC1)C1=CC=CC=C1 (4-(4-chlorophenylthio)-6-(hexahydroazepin-1-yl)-2-phenylpyrimidine). Reaction SMILES: Cl[C:2]1[CH:7]=[C:6]([N:8]2[CH2:14][CH2:13][CH2:12][CH2:11][CH2:10][CH2:9]2)[N:5]=[C:4]([C:15]2[CH:20]=[CH:19][CH:18]=[CH:17][CH:16]=2)[N:3]=1.[Cl:21][C:22]1[CH:27]=[CH:26][C:25]([SH:28])=[CH:24][CH:23]=1>>[Cl:21][C:22]1[CH:27]=[CH:26][C:25]([S:28][C:2]2[CH:7]=[C:6]([N:8]3[CH2:14][CH2:13][CH2:12][CH2:11][CH2:10][CH2:9]3)[N:5]=[C:4]([C:15]3[CH:20]=[CH:19][CH:18]=[CH:17][CH:16]=3)[N:3]=2)=[CH:24][CH:23]=1. Procedure details: A mixture of the above prepared 4-chloro-6-(hexahydroazepin-1-yl)-2-phenylpyrimidine is reacted with p-chlorothiophenol, as in Example X, to produce 4-(4-chlorophenylthio)-6-(hexahydroazepin-1-yl)-2-phenylpyrimidine.